From a dataset of the Open Reaction Database (ORD), a public repository of structured organic reaction records. describe an organic reaction: reactants, conditions, products, and yield The reactants are Teflon, Teflon, solution, IC=1C=C(C=C(C1)C)C (5-iodo-m-xylene), N1C(CCC1)=O (2-pyrrolidinone), CNCCN (N-methylethylenediamine). Reagents/catalysts: [Cu]I (CuI). Conditions: temperature 60 celsius, time 5 hour. The product is IC=1C=C(C=C(C1)C)C (5-iodo-m-xylene), N1C(CCC1)=O (2-pyrrolidinone), CCCCCCCCCCCC (dodecane), CC=1C=C(C=C(C1)C)N1C(CCC1)=O (N-(3,5-dimethylphenyl)-2-pyrrolidinone). Isolated yield 95.0%. RXN SMILES: [I:1][C:2]1[CH:3]=[C:4]([CH3:9])[CH:5]=[C:6]([CH3:8])[CH:7]=1.[NH:10]1[CH2:14][CH2:13][CH2:12][C:11]1=[O:15].CN[CH2:18][CH2:19]N>[Cu]I>[I:1][C:2]1[CH:7]=[C:6]([CH3:8])[CH:5]=[C:4]([CH3:9])[CH:3]=1.[NH:10]1[CH2:14][CH2:13][CH2:12][C:11]1=[O:15].[CH3:11][CH2:12][CH2:13][CH2:18][CH2:19][CH2:7][CH2:2][CH2:3][CH2:4][CH2:5][CH2:6][CH3:8].[CH3:8][C:6]1[CH:7]=[C:2]([N:10]2[CH2:14][CH2:13][CH2:12][C:11]2=[O:15])[CH:3]=[C:4]([CH3:9])[CH:5]=1. Procedure: A test tube with a screw thread was equipped with a 10×3 mm Teflon-coated stirring bar and charged with CuI (9.6 mg, 0.050 mmol, 5.0 mol %) and K5P3O10 (Strem, finely ground, 430 mg, 0.96 mmol). The test tube was closed with an open-top screw cap fitted with a Teflon-lined silicon rubber septum, evacuated through a 21-gauge needle, and then backfilled with argon. Meanwhile, a stock solution of 5-iodo-m-xylene (2.16 mL), 2-pyrrolidinone (1.40 mL), and dodecane (internal GC standard, 0.68 mL) in t... Starting materials: BrCCCCBr (1,4-dibromobutane), C(CCC)[Li] (n-butyl-lithium), CCCCCC (hexane), O1C=CC=C1 (furan). Run in O1CCCC1 (tetrahydrofuran), O1CCCC1 (tetrahydrofuran). Reaction conditions: temperature 0 celsius, time 2 hour. Yields the product BrCCCCC=1OC=CC1 (2-(4-bromobutyl)furan). RXN SMILES: [O:1]1[CH:5]=[CH:4][CH:3]=[CH:2]1.C([Li])CCC.CCCCCC.[Br:17][CH2:18][CH2:19][CH2:20][CH2:21]Br>O1CCCC1>[Br:17][CH2:18][CH2:19][CH2:20][CH2:21][C:2]1[O:1][CH:5]=[CH:4][CH:3]=1. Procedure details: A solution of furan (23.8 g, 0.35 mol) in dry tetrahydrofuran (150 ml) was cooled to -15° C. A solution of n-butyl-lithium in hexane (150 ml, 2.2 M, 0.33 mol) was then added dropwise under nitrogen and the reaction mixture was then stirred for a further 21/2 hours at 0° C. The solution thus obtained was subsequently added over a period of about 1 hour under nitrogen to a solution of 1,4-dibromobutane (150 g, 0.7 mol) in dry tetrahydrofuran (225 ml) at -25° C. Starting materials: FC1=C(C=CC=C1)C1=NC(C(N(C2=C1C=C(C=C2)[N+](=O)[O-])C)=O)(C)C (5-(o-fluorphenyl)-1,3-dihydro-1,3,3-trimethyl-7-nitro-2H-1,4-benzodiazepin-2-one), ClC1=C(C=CC=C1)C1=NC(C(NC2=C1C=C(C=C2)[N+](=O)[O-])=O)(C)C (5-(o-chlorophenyl)-1,3-dihydro-3,3-dimethyl-7-nitro-2H-1,4-benzodiazepin-2-one). Solvent: C(Cl)Cl.CCCCCC (methylene chloride n-hexane). Product: NC(C(=O)NC1=C(C=C(C=C1)[N+](=O)[O-])C(C1=C(C=CC=C1)Cl)=O)(C)C (2-amino-2'-(o-chlorobenzoyl)-2-methyl-4'-nitro-propionanilide). RXN SMILES: FC1C=CC=CC=1C1C2C=C([N+]([O-])=[O:20])C=CC=2N(C)C(=O)C(C)(C)N=1.[Cl:26][C:27]1[CH:32]=[CH:31][CH:30]=[CH:29][C:28]=1[C:33]1[C:39]2[CH:40]=[C:41]([N+:44]([O-:46])=[O:45])[CH:42]=[CH:43][C:38]=2[NH:37][C:36](=[O:47])[C:35]([CH3:49])([CH3:48])[N:34]=1>C(Cl)Cl.CCCCCC>[NH2:34][C:35]([CH3:49])([CH3:48])[C:36]([NH:37][C:38]1[CH:43]=[CH:42][C:41]([N+:44]([O-:46])=[O:45])=[CH:40][C:39]=1[C:33](=[O:20])[C:28]1[CH:29]=[CH:30][CH:31]=[CH:32][C:27]=1[Cl:26])=[O:47] |f:2.3|. Procedure details: From 76 g (0.21 mol) of 2-amino-2'-(o-chlorobenzoyl)-2-methyl-4'-nitro-propionanilide there is obtained, in analogy to the details in paragraph (b) of Example 1, 5-(o-chlorophenyl)-1,3-dihydro-3,3-dimethyl-7-nitro-2H-1,4-benzodiazepin-2-one of melting point 242° (methylene chloride/n-hexane). The reactants are C(C)(C)(CC)OO (tert-amyl hydroperoxide), [OH-].[K+] (potassium hydroxide), C(C)(C)(CC)OO (tert-amyl hydroperoxide), [OH-].[K+] (potassium hydroxide), [OH-].[Na+] (sodium hydroxide), C(C(C)(C)C)(=O)Cl (pivaloyl chloride), Cl (hydrochloric acid), CCCCCCCCCC(C)C (isododecane), [OH-].[Na+] (sodium hydroxide). Run in O (water), O (water), O (water), O (water), O (water), O (water). Product: C(C(C)(C)C)(=O)OOC(C)(C)CC (tert-amyl peroxypivalate). Yield: 93.9%. RXN SMILES: [C:1]([O:6][OH:7])([CH2:4][CH3:5])([CH3:3])[CH3:2].[OH-].[K+].[OH-].[Na+].[C:12](Cl)(=[O:17])[C:13]([CH3:16])([CH3:15])[CH3:14].Cl.CCCCCCCCCC(C)C>O>[C:12]([O:7][O:6][C:1]([CH2:4][CH3:5])([CH3:3])[CH3:2])(=[O:17])[C:13]([CH3:16])([CH3:15])[CH3:14] |f:1.2,3.4|. Reported procedure: Before the start of the reaction, the loop reactor is filled with a solution of 23.1% by weight of tert-amyl hydroperoxide, 9.9% by weight of potassium hydroxide and 8.3% by weight of sodium hydroxide in water. Initially 20.0 kg/h of a solution of 88% by weight of tert-amyl hydroperoxide in water, 15.8 kg/h of a solution of 45% by weight of potassium hydroxide in water, 11.8 kg/h of a solution of 50% by weight of sodium hydroxide in water, 24.2 kg/h of water and 18.0 kg/h of pivaloyl chloride ar... The reactants are O1[C@@H](C1)CN1C(C2=CC=CC=C2C1=O)=O (2-[(2R)-Oxiranylmethyl]-1H-isoindole-1,3-dione), F.[F-].[K+] (potassium hydrogen difluoride). Yields the product FC[C@@H](CN1C(C2=CC=CC=C2C1=O)=O)O (2-[(2R)-3-fluoro-2-hydroxypropyl]-1H-isoindole-1,3-dione). Reaction SMILES: [O:1]1[CH2:3][C@H:2]1[CH2:4][N:5]1[C:13](=[O:14])[C:12]2[C:7](=[CH:8][CH:9]=[CH:10][CH:11]=2)[C:6]1=[O:15].[FH:16].[F-].[K+]>>[F:16][CH2:3][C@H:2]([OH:1])[CH2:4][N:5]1[C:13](=[O:14])[C:12]2[C:7](=[CH:8][CH:9]=[CH:10][CH:11]=2)[C:6]1=[O:15] |f:1.2.3|. Procedure details: A sample of 2-[(2R)-Oxiranylmethyl]-1H-isoindole-1,3-dione (G. Alexander et al. Tetrahedron Asymmetry, 7, 1641–8, 1996) is treated with potassium hydrogen difluoride to give 2-[(2R)-3-fluoro-2-hydroxypropyl]-1H-isoindole-1,3-dione in the presence of catalyst nBu4NH2F3. The procedures and methods used in this synthesis are identical to those of Example 3, except that in step Example-3B 2-[(2R)-3-fluoro-2-hydroxypropyl]-1H-isoindole-1,3-dione is used instead of (S)-1-[(benzyloxycarbonyl)amino]-2-p... Starting materials: CC(C)(C)N(C(=O)[O-])C1CCC(C(=O)NCc2ccccc2C(F)(F)F)CC1, ClCCl, O=C(O)C(F)(F)F. Yields the product NC1CCC(C(=O)NCc2ccccc2C(F)(F)F)CC1. RXN SMILES: [CH3:1][C:2]([N:5]([C:3](=[O:4])[O-:6])[CH:9]1[CH2:10][CH2:11][CH:12]([C:15](=[O:16])[NH:17][CH2:18][c:19]2[c:20]([C:25]([F:26])([F:27])[F:28])[cH:21][cH:22][cH:23][cH:24]2)[CH2:13][CH2:14]1)([CH3:7])[CH3:8].[Cl:36][CH2:37][Cl:38].[OH:29][C:30]([C:31]([F:32])([F:33])[F:34])=[O:35]>>[NH2:5][CH:9]1[CH2:10][CH2:11][CH:12]([C:15](=[O:16])[NH:17][CH2:18][c:19]2[c:20]([C:25]([F:26])([F:27])[F:28])[cH:21][cH:22][cH:23][cH:24]2)[CH2:13][CH2:14]1.